From a dataset of the Open Reaction Database (ORD), a public repository of structured organic reaction records. describe an organic reaction: reactants, conditions, products, and yield Starting materials: CS(=O)(=O)N(Cc1ccccc1)c1ccc(O)c(C(O)CNCCOc2ccc3c(c2)[nH]c2ccccc23)c1, CO, ClC(Cl)Cl, Cl. Product: Cl, CS(=O)(=O)Nc1ccc(O)c(C(O)CNCCOc2ccc3c(c2)[nH]c2ccccc23)c1. Reaction SMILES: [CH2:2]([c:3]1[cH:4][cH:5][cH:6][cH:7][cH:8]1)[N:9]([S:10](=[O:11])(=[O:12])[CH3:13])[c:14]1[cH:15][cH:16][c:17]([OH:40])[c:18]([CH:20]([CH2:21][NH:22][CH2:23][CH2:24][O:25][c:26]2[cH:27][c:28]3[nH:29][c:30]4[cH:31][cH:32][cH:33][cH:34][c:35]4[c:36]3[cH:37][cH:38]2)[OH:39])[cH:19]1.[CH3:45][OH:46].[CH:41]([Cl:42])([Cl:43])[Cl:44].[ClH:1]>>[ClH:1].[NH:9]([S:10](=[O:11])(=[O:12])[CH3:13])[c:14]1[cH:15][cH:16][c:17]([OH:40])[c:18]([CH:20]([CH2:21][NH:22][CH2:23][CH2:24][O:25][c:26]2[cH:27][c:28]3[nH:29][c:30]4[cH:31][cH:32][cH:33][cH:34][c:35]4[c:36]3[cH:37][cH:38]2)[OH:39])[cH:19]1.